Dataset: the Open Reaction Database (ORD), a public repository of structured organic reaction records. Task: describe an organic reaction: reactants, conditions, products, and yield Run in diethyl ether heptanes, ClCCl (dichloromethane). The reactants are C1(\C=C/CCCCC1)O ((Z)-cyclooct-2-enol), C(C1=CC=CC=C1)(=O)OC (methyl benzoate). RXN SMILES: [CH:1]1([OH:9])[CH2:8][CH2:7][CH2:6][CH2:5][CH2:4][CH:3]=[CH:2]1.C(OC)(=O)C1C=CC=CC=1>ClCCl>[CH:1]1([OH:9])[CH2:8][CH2:7][CH2:6][CH2:5][CH2:4][CH:3]=[CH:2]1. Procedure: A solution of (Z)-cyclooct-2-enol 30 (2.36 g, 14.0 mmol) and methyl benzoate (1.8 mL, 1.94 g, 14.3 mmol, 1.0 eq) in diethyl ether/heptanes 1:2 (500 mL) was irradiated for 32 hr, while it was continuously lead through a column filled with silica/silver nitrate 10:1 (41 g), silica (0.5 cm) and sand (0.5 cm). The column was placed in the dark during the irradiation. The column was eluted with dichloromethane (250 mL) to give unreacted starting material. The silica was stirred with dichloromethane/1... The product is C1(\C=C\CCCCC1)O ((E)-cyclooct-2-enol). Yield: 18.4%. The reactants are CN(CCOC1=NC=C(N=C1)[N+](=O)[O-])C (N,N-dimethyl-2-(5-nitropyrazin-2-yloxy)ethanamine). The reagents and catalysts are [Pd] (Pd/C). The solvent is CO (MeOH). Run at time 2 hour. Product: CN(CCOC=1N=CC(=NC1)N)C (5-(2-Dimethylamino-ethoxy)-pyrazin-2-ylamine). Isolated yield 90.0%. Reaction SMILES: [CH3:1][N:2]([CH3:15])[CH2:3][CH2:4][O:5][C:6]1[CH:11]=[N:10][C:9]([N+:12]([O-])=O)=[CH:8][N:7]=1>[Pd].CO>[CH3:1][N:2]([CH3:15])[CH2:3][CH2:4][O:5][C:6]1[N:7]=[CH:8][C:9]([NH2:12])=[N:10][CH:11]=1. Procedure details: In a 500 mL round bottomed flask containing N,N-dimethyl-2-(5-nitropyrazin-2-yloxy)ethanamine (270 mg, 1.27 mmol, Eq: 1.00) was added MeOH (20 ml) and 10% Pd/C (60 mg). The reaction was stirred under a hydrogen atmosphere for 2 hrs then stored at 0° C. for 3 days. The reaction mixture was filtered through celite and washed with MeOH. The filtrate was concentrated in vacuo to afford 209 mg, (90%) of the title compound as a gummy solid. Reactants: C1CCOC1, COC(=O)c1ccc2c(c1)C(Sc1ccccc1)=CCC2(C)C, CCO, [Na+], [OH-]. The product is CC1(C)CC=C(Sc2ccccc2)c2cc(C(=O)O)ccc21. Reaction SMILES: [CH2:29]1[O:30][CH2:31][CH2:32][CH2:33]1.[CH3:1][C:2]1([CH3:23])[c:3]2[cH:4][cH:5][c:6]([C:19](=[O:20])[O:21][CH3:22])[cH:7][c:8]2[C:9]([S:12][c:13]2[cH:14][cH:15][cH:16][cH:17][cH:18]2)=[CH:10][CH2:11]1.[CH3:26][CH2:27][OH:28].[Na+:25].[OH-:24]>>[CH3:1][C:2]1([CH3:23])[c:3]2[cH:4][cH:5][c:6]([C:19](=[O:20])[OH:21])[cH:7][c:8]2[C:9]([S:12][c:13]2[cH:14][cH:15][cH:16][cH:17][cH:18]2)=[CH:10][CH2:11]1. Reactants: Cl (HCl), C(C)(C)(C)OC(N(C1CC1)CC1=C(C=CC(=C1)CC(NC)=O)Cl)=O ((2-chloro-5-methylcarbamoylmethyl-benzyl)-cyclopropyl-carbamic acid tert-butyl ester), [OH-].[Na+] (NaOH). The solvent is C(Cl)Cl (CH2Cl2). Reaction conditions: temperature 0 celsius, time 2 hour. Yields the product ClC1=C(C=C(C=C1)CC(=O)NC)CNC1CC1 (2-(4-Chloro-3-cyclopropylaminomethyl-phenyl)-N-methyl-acetamide). Isolated yield 94.1%. Reaction SMILES: Cl.C(OC(=O)[N:8]([CH2:12][C:13]1[CH:18]=[C:17]([CH2:19][C:20](=[O:23])[NH:21][CH3:22])[CH:16]=[CH:15][C:14]=1[Cl:24])[CH:9]1[CH2:11][CH2:10]1)(C)(C)C.[OH-].[Na+]>C(Cl)Cl>[Cl:24][C:14]1[CH:15]=[CH:16][C:17]([CH2:19][C:20]([NH:21][CH3:22])=[O:23])=[CH:18][C:13]=1[CH2:12][NH:8][CH:9]1[CH2:11][CH2:10]1 |f:2.3|. Procedure: HCl (4M in dioxane, 20 mL) was added to a sol. of (2-chloro-5-methylcarbamoylmethyl-benzyl)-cyclopropyl-carbamic acid tert-butyl ester (2.01 g, 5.97 mmol) in CH2Cl2 (20 mL) at 0° C. The mixture was stirred for 2 h at 0° C., and was carefully neutralized with aq. 1M NaOH. The layers were separated, and the aq. layer was extracted with CH2Cl2. The combined org. extracts were dried over MgSO4, filtered, and the solvents were removed under reduced pressure to yield the crude title compound (1.42 g, ... Reactants: Cl.FC(C1=C(C=CC=C1)C1CCNCC1)(F)F (4-[2-(trifluoromethyl)phenyl]piperidine hydrochloride), C1=CC2=C(N=C1)N(N=N2)O (HOAT), C(CCl)Cl (EDC), CCN(C(C)C)C(C)C (DIEA), N([C@H](CC1=CC=C(C=C1)Cl)C(=O)O)C(=O)OC(C)(C)C (Boc-p-Cl-D-PheOH). The solvent is CN(C)C=O (DMF). Product: ClC1=CC=C(C=C1)C[C@H](C(N1CCC(CC1)C1=C(C=CC=C1)C(F)(F)F)=O)NC(=O)OC(C)(C)C (N-((1R)-1-[(4-Chlorophenyl)methyl]-2-oxo-2-{4-[2-(trifluoromethyl}phenyl]-piperidyl)ethyl)(tert-butoxy)carboxamide). The yield is 69.1%. RXN SMILES: Cl.[F:2][C:3]([F:17])([F:16])[C:4]1[CH:9]=[CH:8][CH:7]=[CH:6][C:5]=1[CH:10]1[CH2:15][CH2:14][NH:13][CH2:12][CH2:11]1.CCN(C(C)C)C(C)C.[NH:27]([C:40]([O:42][C:43]([CH3:46])([CH3:45])[CH3:44])=[O:41])[C@@H:28]([C:37](O)=[O:38])[CH2:29][C:30]1[CH:35]=[CH:34][C:33]([Cl:36])=[CH:32][CH:31]=1.C1C=NC2N(O)N=NC=2C=1.C(Cl)CCl>CN(C=O)C>[Cl:36][C:33]1[CH:34]=[CH:35][C:30]([CH2:29][C@@H:28]([NH:27][C:40]([O:42][C:43]([CH3:46])([CH3:45])[CH3:44])=[O:41])[C:37](=[O:38])[N:13]2[CH2:12][CH2:11][CH:10]([C:5]3[CH:6]=[CH:7][CH:8]=[CH:9][C:4]=3[C:3]([F:2])([F:16])[F:17])[CH2:15][CH2:14]2)=[CH:31][CH:32]=1 |f:0.1|. Procedure: The title compound was prepared according to the procedure described in Example 1 (Step f) from 4-[2-(trifluoromethyl)phenyl]piperidine hydrochloride (Step c) (0.792 g, 3.0 mmol), DIEA (0.54 mL, 3.0 mmol), Boc-p-Cl-D-PheOH (PepTech Corporation) (1.36 g, 4.5 mmol), HOAT (Aldrich) (0.615 g, 4.5 mmol) and EDC (Aldrich) (0.864 g, 4.5 mmol) in DMF (5 mL). Purification by silica gel chromatography (5:2 hexane:EtOAc) provided the title compound as a white foam (1.06 g). MS (ESI, pos. ion) m/z: 511 (M+1...